Dataset: the Open Reaction Database (ORD), a public repository of structured organic reaction records. Task: describe an organic reaction: reactants, conditions, products, and yield Starting materials: NC1=CC=C2COC(C2=C1)=C1C(NC2=CC=CC=C12)=O (3-(6-Amino-3H-isobenzofuran-1-ylidene)-1,3-dihydro-indol-2-one), C(C)=O (acetaldehyde), C(C)(=O)O[BH-](OC(C)=O)OC(C)=O.[Na+] (sodium triacetoxyborohydride). Run at time 3 hour. The product is C(C)NC1=CC=C2COC(C2=C1)=C1C(NC2=CC=CC=C12)=O (3-(6-Ethylamino-3H-isobenzofuran-1-ylidene)-1,3-dihydro-indol-2-one), C(C)N(C1=CC=C2COC(C2=C1)=C1C(NC2=CC=CC=C12)=O)CC (3-(6-Diethylamino-3H-isobenzofuran-1-ylidene)-1,3-dihydro-indol-2-one). Yield: 5.0%. As a reaction SMILES: [NH2:1][C:2]1[CH:10]=[C:9]2[C:5]([CH2:6][O:7][C:8]2=[C:11]2[C:19]3[C:14](=[CH:15][CH:16]=[CH:17][CH:18]=3)[NH:13][C:12]2=[O:20])=[CH:4][CH:3]=1.[CH:21](=O)[CH3:22].[C:24](O[BH-](OC(=O)C)OC(=O)C)(=O)[CH3:25].[Na+]>>[CH2:21]([NH:1][C:2]1[CH:10]=[C:9]2[C:5]([CH2:6][O:7][C:8]2=[C:11]2[C:19]3[C:14](=[CH:15][CH:16]=[CH:17][CH:18]=3)[NH:13][C:12]2=[O:20])=[CH:4][CH:3]=1)[CH3:22].[CH2:24]([N:1]([CH2:21][CH3:22])[C:2]1[CH:10]=[C:9]2[C:5]([CH2:6][O:7][C:8]2=[C:11]2[C:19]3[C:14](=[CH:15][CH:16]=[CH:17][CH:18]=3)[NH:13][C:12]2=[O:20])=[CH:4][CH:3]=1)[CH3:25] |f:2.3|. Procedure details: A mixture of 3-(6-Amino-3H-isobenzofuran-1-ylidene)-1,3-dihydro-indol-2-one (581 mg, 2.20 mmol), acetaldehyde (116 mg, 2.64 mmol), and sodium triacetoxyborohydride (606 mg, 2.86 mmol) was stirred at room temperature for 3 h. The reaction was then partitioned between ethyl acetate and H2O. The organic phase was washed with dilute aqueous NaHCO3 solution, H2O, brine and then dried with Na2SO4. The solvent was removed in vacuo and the residue was dissolved in CHCl3/MeOH and purified by chromatograp... The reactants are [H-].C(C(C)C)[Al+]CC(C)C (Diisobutyl aluminum hydride), ClC1=NC(=CC(=N1)C(=O)OCC)COCC(F)(F)F (ethyl 2-chloro-6-((2,2,2-trifluoroethoxy)methyl)pyrimidine-4-carboxylate), [H-].C(C(C)C)[Al+]CC(C)C (Diisobutyl aluminum hydride). Solvent: ClCCl (dichloromethane). Conditions: temperature -78 celsius, time 1 hour. The product is ClC1=NC(=CC(=N1)C=O)COCC(F)(F)F (2-Chloro-6-((2,2,2-trifluoroethoxy)methyl)pyrimidine-4-carbaldehyde). Reaction SMILES: [H-].C([Al+]CC(C)C)C(C)C.[Cl:11][C:12]1[N:17]=[C:16]([C:18](OCC)=[O:19])[CH:15]=[C:14]([CH2:23][O:24][CH2:25][C:26]([F:29])([F:28])[F:27])[N:13]=1>ClCCl>[Cl:11][C:12]1[N:17]=[C:16]([CH:18]=[O:19])[CH:15]=[C:14]([CH2:23][O:24][CH2:25][C:26]([F:29])([F:27])[F:28])[N:13]=1 |f:0.1|. Reported procedure: Diisobutyl aluminum hydride (1.21 mL, 1M solution in hexane, 1.22 mmol), was added dropwise to a solution of ethyl 2-chloro-6-((2,2,2-trifluoroethoxy)methyl)pyrimidine-4-carboxylate (242 mg, 0.81 mmol) in dry dichloromethane (10 mL) under nitrogen at −78° C. The mixture was stirred at −78° C. for 1 h. Diisobutyl aluminum hydride solution (1 mL) was added and the mixture was stirred for 15 minutes. The mixture was quenched with methanol and allowed to reach ambient temperature. Water (10 mL) and ... The reactants are C(C)(C)(C)OC(=O)N1[C@H]([C@H](CCC1)OCC1=CC(=CC(=C1)C(F)(F)F)Br)C1=CC=CC=C1 ([2S,3S]-1-tert-butoxycarbonyl-2-phenyl-3-[3-bromo-5-(trifluoromethyl)phenylmethoxy]piperidine), CN1N=NC=C1[Sn](CCCC)(CCCC)CCCC (1-methyl-5-tributylstannanyl-1H-[1,2,3]triazole). The reagents and catalysts are Cl[Pd]([P](C1=CC=CC=C1)(C2=CC=CC=C2)C3=CC=CC=C3)([P](C4=CC=CC=C4)(C5=CC=CC=C5)C6=CC=CC=C6)Cl (Bis(triphenylphosphine)palladium dichloride). Run in C1(=CC=CC=C1)C (toluene). Product: C(C)(C)(C)OC(=O)N1[C@H]([C@H](CCC1)OCC1=CC(=CC(=C1)C(F)(F)F)C1=CN=NN1C)C1=CC=CC=C1 ([2S,3S]-1-tert-butoxycarbonyl-2-phenyl-3-[3-(1-methyl-1H-[1,2,3]triazol-5-yl)-5-(trifluoromethyl)phenylmethoxy]piperidine). Isolated yield 99.6%. As a reaction SMILES: [C:1]([O:5][C:6]([N:8]1[CH2:13][CH2:12][CH2:11][C@H:10]([O:14][CH2:15][C:16]2[CH:21]=[C:20]([C:22]([F:25])([F:24])[F:23])[CH:19]=[C:18](Br)[CH:17]=2)[C@@H:9]1[C:27]1[CH:32]=[CH:31][CH:30]=[CH:29][CH:28]=1)=[O:7])([CH3:4])([CH3:3])[CH3:2].[CH3:33][N:34]1[C:38]([Sn](CCCC)(CCCC)CCCC)=[CH:37][N:36]=[N:35]1>C1(C)C=CC=CC=1.Cl[Pd](Cl)([P](C1C=CC=CC=1)(C1C=CC=CC=1)C1C=CC=CC=1)[P](C1C=CC=CC=1)(C1C=CC=CC=1)C1C=CC=CC=1>[C:1]([O:5][C:6]([N:8]1[CH2:13][CH2:12][CH2:11][C@H:10]([O:14][CH2:15][C:16]2[CH:21]=[C:20]([C:22]([F:25])([F:24])[F:23])[CH:19]=[C:18]([C:38]3[N:34]([CH3:33])[N:35]=[N:36][CH:37]=3)[CH:17]=2)[C@@H:9]1[C:27]1[CH:32]=[CH:31][CH:30]=[CH:29][CH:28]=1)=[O:7])([CH3:4])([CH3:3])[CH3:2] |^1:61,80|. Procedure: Bis(triphenylphosphine)palladium dichloride (5.0 mg) was added to a degassed solution of [2S,3S]-1-tert-butoxycarbonyl-2-phenyl-3-[3-bromo-5-(trifluoromethyl)phenylmethoxy]piperidine (330 mg), and 1-methyl-5-tributylstannanyl-1H-[1,2,3]triazole (713 mg) in dry toluene (15.0 ml) under a dry nitrogen atmosphere. The resulting solution was warmed to reflux for 4 hours. After this time the reaction was cooled to room temperature and the solvent removed under reduced pressure. The residue was partiti... The reactants are [Cl-].[NH4+] (ammonium chloride), ClP(C1=CC=CC=C1)C1=CC=CC=C1 (chlorodiphenylphosphine), resultant mixture, C(CCC)[Li] (butyllithium), resultant mixture, FC1=CC=C(C=C1)C(=C(C)Br)C1=CC=C(C=C1)F (1,1-bis(4-fluorophenyl)-2-bromopropene). The solvent is C1CCOC1 (THF), C1CCOC1 (THF). Conditions: temperature -65 celsius. The product is FC1=CC=C(C=C1)C(=C(C)P(C1=CC=CC=C1)C1=CC=CC=C1)C1=CC=C(C=C1)F (1,1-Bis (4-fluorophenyl)-2-(diphenylphosphino)propene). Yield: 56.6%. RXN SMILES: [F:1][C:2]1[CH:7]=[CH:6][C:5]([C:8]([C:12]2[CH:17]=[CH:16][C:15]([F:18])=[CH:14][CH:13]=2)=[C:9](Br)[CH3:10])=[CH:4][CH:3]=1.C([Li])CCC.Cl[P:25]([C:32]1[CH:37]=[CH:36][CH:35]=[CH:34][CH:33]=1)[C:26]1[CH:31]=[CH:30][CH:29]=[CH:28][CH:27]=1.[Cl-].[NH4+]>C1COCC1>[F:1][C:2]1[CH:7]=[CH:6][C:5]([C:8]([C:12]2[CH:17]=[CH:16][C:15]([F:18])=[CH:14][CH:13]=2)=[C:9]([P:25]([C:32]2[CH:33]=[CH:34][CH:35]=[CH:36][CH:37]=2)[C:26]2[CH:31]=[CH:30][CH:29]=[CH:28][CH:27]=2)[CH3:10])=[CH:4][CH:3]=1 |f:3.4|. Reported procedure: Into a reactor were introduced 0.907 g (2.93 mmol) of the 1,1-bis(4-fluorophenyl)-2-bromopropene and 20 mL of THF under a nitrogen atmosphere. The contents were cooled to −65° C., and 2.0 mL (2.9 mmol; 1.5 M hexane solution) of butyllithium was gradually added dropwise thereto. The resultant mixture was stirred for 40 minutes. Thereafter, a mixture of 0.58 mL (3.2 mmol) of chlorodiphenylphosphine and 5 mL of THF was added thereto, and the resultant mixture was stirred at that temperature for 2 h... Reactants: [H-].[Al+3].[Li+].[H-].[H-].[H-] (Lithium aluminium hydride), C1(=CC=CC=C1)C=1OC=C(N1)COC1=CC=C(CN2N=C(C(=C2)C(=O)OCC)C=2SC=CC2)C=C1 (ethyl 1-[4-(2-phenyl-4-oxazolylmethoxy)benzyl]-3-(2-thienyl)-1H-pyrazole-4-carboxylate), O.O.O.O.O.O.O.O.O.O.S(=O)(=O)([O-])[O-].[Na+].[Na+] (sodium sulfate decahydrate). Reported procedure: Lithium aluminium hydride (210 mg) was added portionwise to a solution of ethyl 1-[4-(2-phenyl-4-oxazolylmethoxy)benzyl]-3-(2-thienyl)-1H-pyrazole-4-carboxylate (2.73 g) in tetrahydrofuran (50 ml) at 0° C., which was stirred for 30 minutes. After sodium sulfate decahydrate (1.80 g) was added to the reaction mixture, and the precipitate was removed by filtration, the filtrate was concentrated. The residue was subjected to silica gel column chromatography to obtain [1-[4-(2-phenyl-4-oxazolylmethox... The yield is 93.4%. Conditions: time 30 minute. RXN SMILES: [H-].[Al+3].[Li+].[H-].[H-].[H-].[C:7]1([C:13]2[O:14][CH:15]=[C:16]([CH2:18][O:19][C:20]3[CH:41]=[CH:40][C:23]([CH2:24][N:25]4[CH:29]=[C:28]([C:30](OCC)=[O:31])[C:27]([C:35]5[S:36][CH:37]=[CH:38][CH:39]=5)=[N:26]4)=[CH:22][CH:21]=3)[N:17]=2)[CH:12]=[CH:11][CH:10]=[CH:9][CH:8]=1.O.O.O.O.O.O.O.O.O.O.S([O-])([O-])(=O)=O.[Na+].[Na+]>O1CCCC1>[C:7]1([C:13]2[O:14][CH:15]=[C:16]([CH2:18][O:19][C:20]3[CH:41]=[CH:40][C:23]([CH2:24][N:25]4[CH:29]=[C:28]([CH2:30][OH:31])[C:27]([C:35]5[S:36][CH:37]=[CH:38][CH:39]=5)=[N:26]4)=[CH:22][CH:21]=3)[N:17]=2)[CH:8]=[CH:9][CH:10]=[CH:11][CH:12]=1 |f:0.1.2.3.4.5,7.8.9.10.11.12.13.14.15.16.17.18.19|. The product is C1(=CC=CC=C1)C=1OC=C(N1)COC1=CC=C(CN2N=C(C(=C2)CO)C=2SC=CC2)C=C1 ([1-[4-(2-phenyl-4-oxazolylmethoxy)benzyl]-3-(2-thienyl)-1H-pyrazol-4-yl]methanol). Solvent: O1CCCC1 (tetrahydrofuran). The reactants are Cl.CSC=1NCC(N1)C1=C(C=CC=C1Cl)Cl (2-methylmercapto-4-(2',6'-dichloro-phenyl)-2-imidazoline hydrochloride), C(C1=CC=CO1)N (furfurylamine). The solvent is C(C)O (ethanol). Run at temperature 140 celsius. Product: Cl.C(C1=CC=CO1)NC=1NCC(N1)C1=C(C=CC=C1Cl)Cl (2(Furfuryl-amino)-4-(2',6'-dichloro-phenyl)-2-imidazoline hydrochloride). Reaction SMILES: Cl.CS[C:4]1[NH:5][CH2:6][CH:7]([C:9]2[C:14]([Cl:15])=[CH:13][CH:12]=[CH:11][C:10]=2[Cl:16])[N:8]=1.[CH2:17]([NH2:23])[C:18]1[O:22][CH:21]=[CH:20][CH:19]=1>C(O)C>[ClH:15].[CH2:17]([NH:23][C:4]1[NH:5][CH2:6][CH:7]([C:9]2[C:14]([Cl:15])=[CH:13][CH:12]=[CH:11][C:10]=2[Cl:16])[N:8]=1)[C:18]1[O:22][CH:21]=[CH:20][CH:19]=1 |f:0.1,4.5|. Procedure details: A mixture consisting fo 6.0 gm (0.0202 mol) of 2-methylmercapto-4-(2',6'-dichloro-phenyl)-2-imidazoline hydrochloride and 2.8 gm (0.029 mol) of furfurylamine was heated for 30 minutes at 140° C. The resulting dark-brown mass was dissolved in ethanol and then crystallized by addition of acetone and ether; for further purification, the crystallizate was again dissolved in ethanol and acetone, reprecipitated by addition of ether, and recrystallized from water, yielding 2.5 gm (35.7% of theory) of t... Reactants: O (H2O), CN1CCNCC1 (1-methyl-piperazine), BrCCCC#N (4-bromobutyronitrile), C([O-])([O-])=O.[K+].[K+] (potassium carbonate). The solvent is C(C)(=O)OCC (ethyl acetate), C(C)#N (acetonitrile). Run at time 4 hour. Yields the product CN1CCN(CC1)CCCC#N (4-(4-Methyl-piperazin-1-yl)-butyronitrile). As a reaction SMILES: [CH3:1][N:2]1[CH2:7][CH2:6][NH:5][CH2:4][CH2:3]1.Br[CH2:9][CH2:10][CH2:11][C:12]#[N:13].C(=O)([O-])[O-].[K+].[K+].O>C(#N)C.C(OCC)(=O)C>[CH3:1][N:2]1[CH2:7][CH2:6][N:5]([CH2:9][CH2:10][CH2:11][C:12]#[N:13])[CH2:4][CH2:3]1 |f:2.3.4|. Procedure details: In a 25 mL flask was placed 1-methyl-piperazine (0.52 g, 5.1 mmol), 4-bromobutyronitrile (0.78 g, 5.3 mmol) and potassium carbonate (0.71 g, 5.3 mmol) suspended in acetonitrile (5 mL). The reaction mixture was stirred at rt for 4 h., followed by addition of H2O (20 mL) and extraction with ethyl acetate (3×25 mL). The combined organic phases were washed with brine (25 mL), dried (MgSO4) and evaporated to dryness to produce 0.72 g of crude 14 which was used without further purification in the synt...